This data is from the Open Reaction Database (ORD), a public repository of structured organic reaction records. The task is: describe an organic reaction: reactants, conditions, products, and yield Starting materials: FC=1C=CC2=C(C(N3[C@H](C=4N2C=NC4C(=O)O)CCC3)=O)C1 ((S)-7-fluoro-11,12,13,13a-tetrahydro-9-oxo-9H-imidazo[1,5-a]pyrrolo[2,1-c][1,4]benzodiazepine-1-carboxylic acid), CN(C=O)C (N,N-dimethylformamide), N,N'-carbonyldiimidazole, C(C)(N)=NO (acetamidoxime). The solvent is O (water). Reaction conditions: time 1.5 hour. The product is FC=1C=CC2=C(C(N3[C@H](C=4N2C=NC4C4=NC(=NO4)C)CCC3)=O)C1 ((S)-7-fluoro-11,12,13,13a-tetrahydro-1-(3-methyl-1,2,4-oxadiazol-5-yl)-9H-imidazo[1,5-a]pyrrolo[2,1-c][1,4]benzodiazepin-9-one). As a reaction SMILES: [F:1][C:2]1[CH:3]=[CH:4][C:5]2[N:11]3[CH:12]=[N:13][C:14]([C:15](O)=[O:16])=[C:10]3[C@@H:9]3[CH2:18][CH2:19][CH2:20][N:8]3[C:7](=[O:21])[C:6]=2[CH:22]=1.CN(C)C=O.[C:28](=[N:31]O)([NH2:30])[CH3:29]>O>[F:1][C:2]1[CH:3]=[CH:4][C:5]2[N:11]3[CH:12]=[N:13][C:14]([C:15]4[O:16][N:31]=[C:28]([CH3:29])[N:30]=4)=[C:10]3[C@@H:9]3[CH2:18][CH2:19][CH2:20][N:8]3[C:7](=[O:21])[C:6]=2[CH:22]=1. Reported procedure: 8.60 g (28.5 mmol) of (S)-7-fluoro-11,12,13,13a-tetrahydro-9-oxo-9H-imidazo[1,5-a]pyrrolo[2,1-c][1,4]benzodiazepine-1-carboxylic acid, 30 ml of N,N-dimethylformamide and 6.16 g (38 mmol) of N,N'-carbonyldiimidazole are stirred at room temperature for 45 minutes and at 55° for 1 hour. 2.44 g (33 mmol) of acetamidoxime are subsequently added and the mixture is stirred at 75° for a further 1.5 hours. The mixture is poured into 200 ml of water, stirred for 20 minutes, suction filtered and the filter... Starting materials: [Br-], CC(C)c1ccc(Br)cc1, COC(=O)C12CN(Cc3ccccc3)CC1C(=O)CCC2c1ccccc1, CCOCC, CC(C)c1ccc([Mg+])cc1, [Mg]. Yields the product COC(=O)C12CN(Cc3ccccc3)CC1C(O)(c1ccc(C(C)C)cc1)CCC2c1ccccc1. Reaction SMILES: [Br-:28].[Br:39][c:40]1[cH:41][cH:42][c:43]([CH:44]([CH3:45])[CH3:46])[cH:47][cH:48]1.[CH2:1]([c:2]1[cH:3][cH:4][cH:5][cH:6][cH:7]1)[N:8]1[CH2:9][CH:10]2[C:11](=[O:27])[CH2:12][CH2:13][CH:14]([c:21]3[cH:22][cH:23][cH:24][cH:25][cH:26]3)[C:15]2([C:17](=[O:18])[O:19][CH3:20])[CH2:16]1.[CH3:50][CH2:51][O:52][CH2:53][CH3:54].[CH:29]([CH3:30])([CH3:31])[c:32]1[cH:33][cH:34][c:35]([Mg+:38])[cH:36][cH:37]1.[Mg:49]>>[CH2:1]([c:2]1[cH:3][cH:4][cH:5][cH:6][cH:7]1)[N:8]1[CH2:9][CH:10]2[C:11]([OH:27])([c:35]3[cH:34][cH:33][c:32]([CH:29]([CH3:30])[CH3:31])[cH:37][cH:36]3)[CH2:12][CH2:13][CH:14]([c:21]3[cH:22][cH:23][cH:24][cH:25][cH:26]3)[C:15]2([C:17](=[O:18])[O:19][CH3:20])[CH2:16]1. As a reaction SMILES: ClC1C(CCCl)=C(C2C=CC=C(OC)C=2)N=C(N2CCOCC2)N=1.CC1C=C(C)C=CC=1N.[CH3:34][C:35]1[CH:40]=[C:39]([CH3:41])[CH:38]=[CH:37][C:36]=1[N:42]1[C:46]2[N:47]=[C:48]([N:59]3[CH2:64][CH2:63][O:62][CH2:61][CH2:60]3)[N:49]=[C:50]([C:51]3[CH:56]=[CH:55][CH:54]=[C:53]([O:57]C)[CH:52]=3)[C:45]=2[CH2:44][CH2:43]1>>[CH3:34][C:35]1[CH:40]=[C:39]([CH3:41])[CH:38]=[CH:37][C:36]=1[N:42]1[C:46]2[N:47]=[C:48]([N:59]3[CH2:60][CH2:61][O:62][CH2:63][CH2:64]3)[N:49]=[C:50]([C:51]3[CH:52]=[C:53]([OH:57])[CH:54]=[CH:55][CH:56]=3)[C:45]=2[CH2:44][CH2:43]1. Reactants: ClC1=NC(=NC(=C1CCCl)C1=CC(=CC=C1)OC)N1CCOCC1 (4-[4-chloro-5-(2-chloroethyl)-6-(3-methoxyphenyl)-pyrimidin-2-yl]-morpholine), CC1=C(N)C=CC(=C1)C (2,4-dimethylaniline), CC1=C(C=CC(=C1)C)N1CCC2=C1N=C(N=C2C2=CC(=CC=C2)OC)N2CCOCC2 (7-(2,4-dimethyl-phenyl)-4-(3-methoxy-phenyl)-2-morpholin-4-yl-6,7-dihydro-5H-pyrrolo[2,3-d]pyrimidine). Procedure details: In the same manner as Example 1-A-01, from 4-[4-chloro-5-(2-chloroethyl)-6-(3-methoxyphenyl)-pyrimidin-2-yl]-morpholine and 2,4-dimethylaniline, 7-(2,4-dimethyl-phenyl)-4-(3-methoxy-phenyl)-2-morpholin-4-yl-6,7-dihydro-5H-pyrrolo[2,3-d]pyrimidine was obtained, and subsequently, further in the same manner as Example 1-A-09, the desired compound was obtained. Yields the product CC1=C(C=CC(=C1)C)N1CCC2=C1N=C(N=C2C=2C=C(C=CC2)O)N2CCOCC2 (3-[7-(2,4-Dimethyl-phenyl)-2-morpholin-4-yl-6,7-dihydro-5H-pyrrolo[2,3-d]pyrimidin-4-yl]-phenol). The reactants are NC1=C(C=CC=C1)NC(\C=C\C1=CC(=C(C=C1)N1S(NC(C1)=O)(=O)=O)OCC1=CC=CC=C1)=O ((E)-N-(2-aminophenyl)-3-[3-benzyloxy-4-(1,1,4-trioxo-1,2,5-thiadiazolidin-2-yl)-phenyl]-acrylamide). The solvent is C(C)(=O)O (acetic acid). The product is N1C(=NC2=C1C=CC=C2)/C=C/C2=CC(=C(C=C2)N2CC(NS2(=O)=O)=O)OCC2=CC=CC=C2 (5-{4-[(E)-2-(1H-Benzoimidazol-2-yl)-vinyl]-2-benzyloxyphenyl}-1,1-dioxo-1,2,5-thiadiazolidin-3-one). Reaction SMILES: [NH2:1][C:2]1[CH:7]=[CH:6][CH:5]=[CH:4][C:3]=1[NH:8][C:9](=O)/[CH:10]=[CH:11]/[C:12]1[CH:17]=[CH:16][C:15]([N:18]2[CH2:22][C:21](=[O:23])[NH:20][S:19]2(=[O:25])=[O:24])=[C:14]([O:26][CH2:27][C:28]2[CH:33]=[CH:32][CH:31]=[CH:30][CH:29]=2)[CH:13]=1>C(O)(=O)C>[NH:1]1[C:2]2[CH:7]=[CH:6][CH:5]=[CH:4][C:3]=2[N:8]=[C:9]1/[CH:10]=[CH:11]/[C:12]1[CH:17]=[CH:16][C:15]([N:18]2[S:19](=[O:25])(=[O:24])[NH:20][C:21](=[O:23])[CH2:22]2)=[C:14]([O:26][CH2:27][C:28]2[CH:33]=[CH:32][CH:31]=[CH:30][CH:29]=2)[CH:13]=1. Reported procedure: A solution of (E)-N-(2-aminophenyl)-3-[3-benzyloxy-4-(1,1,4-trioxo-1,2,5-thiadiazolidin-2-yl)-phenyl]-acrylamide in acetic acid is stirred at 60° C. for 18 h. The solvent is removed under reduced pressure to give the title compound. Starting materials: FC1=CC=C(C=C1)C1=CC(=CN1S(=O)(=O)C1=CC=C(C=C1)C(F)(F)F)C=O (5-(4-fluorophenyl)-1-{[4-(trifluoromethyl)phenyl]sulfonyl}-1H-pyrrole-3-carbaldehyde), [Cl-].C[NH3+] (methylammonium chloride), C(#N)[BH3-].[Na+] (sodium cyanoborohydride). Run in CO (methanol). Reaction conditions: time 18 hour. Product: FC1=CC=C(C=C1)C1=CC(=CN1S(=O)(=O)C1=CC=C(C=C1)C(F)(F)F)CNC (1-(5-(4-Fluorophenyl)-1-{[4-(trifluoromethyl)phenyl]sulfonyl}-1H-pyrrol-3-yl)-N-methylmethanamine). Yield: 68.3%. RXN SMILES: [F:1][C:2]1[CH:7]=[CH:6][C:5]([C:8]2[N:12]([S:13]([C:16]3[CH:21]=[CH:20][C:19]([C:22]([F:25])([F:24])[F:23])=[CH:18][CH:17]=3)(=[O:15])=[O:14])[CH:11]=[C:10]([CH:26]=O)[CH:9]=2)=[CH:4][CH:3]=1.[Cl-].C[NH3+].[C:31]([BH3-])#[N:32].[Na+]>CO>[F:1][C:2]1[CH:7]=[CH:6][C:5]([C:8]2[N:12]([S:13]([C:16]3[CH:21]=[CH:20][C:19]([C:22]([F:25])([F:24])[F:23])=[CH:18][CH:17]=3)(=[O:15])=[O:14])[CH:11]=[C:10]([CH2:26][NH:32][CH3:31])[CH:9]=2)=[CH:4][CH:3]=1 |f:1.2,3.4|. Procedure details: To a solution (12 mL) of 5-(4-fluorophenyl)-1-{[4-(trifluoromethyl)phenyl]sulfonyl}-1H-pyrrole-3-carbaldehyde (0.55 g) in methanol were added methylammonium chloride (1.11 g) and sodium cyanoborohydride (0.26 g), and the mixture was stirred at room temperature for 18 hr. The reaction mixture was concentrated under reduced pressure, saturated aqueous sodium hydrogen carbonate was added, and the mixture was extracted with ethyl acetate. The extract was washed with saturated brine, dried over anhyd...